From a dataset of the Open Reaction Database (ORD), a public repository of structured organic reaction records. describe an organic reaction: reactants, conditions, products, and yield The reactants are COC(C1CCN(CC1)C1=CC=C(C(=O)OC)C=C1)OC (methyl 4-(4-(dimethoxymethyl)piperidinyl)benzoate), Cl (HCl). Solvent: CO (methanol). Conditions: temperature 80 celsius. Product: COC(C1CCN(CC1)C1=CC=C(C(=O)O)C=C1)OC (4-(4-(Dimethoxymethyl)piperidinyl)benzoic Acid). The yield is 0.1%. As a reaction SMILES: [CH3:1][O:2][CH:3]([O:20][CH3:21])[CH:4]1[CH2:9][CH2:8][N:7]([C:10]2[CH:19]=[CH:18][C:13]([C:14]([O:16]C)=[O:15])=[CH:12][CH:11]=2)[CH2:6][CH2:5]1.Cl>CO>[CH3:1][O:2][CH:3]([O:20][CH3:21])[CH:4]1[CH2:9][CH2:8][N:7]([C:10]2[CH:19]=[CH:18][C:13]([C:14]([OH:16])=[O:15])=[CH:12][CH:11]=2)[CH2:6][CH2:5]1. Reported procedure: A solution of methyl 4-(4-(dimethoxymethyl)piperidinyl)benzoate(5.6 g, 18.2 mol) was in methanol (50 mL) 1N sodium hydroxide (27 mL) was heated at 80° C. for 5 hours. The reaction was neutralized with 1N HCl (27 ml) and concentrated in vacuo. Additional methanol was added to the residue which was filtered (0.5 micron filter) and evaporated to give 5.0 g of the product. The reactants are CCCCP(CCCC)CCCC, ClCCl, Cc1ccccc1, CC(O)c1cccc2cn(-c3ccc(C(F)(F)F)cc3)nc12, O=C(N=NC(=O)N1CCCCC1)N1CCCCC1, CCOC(=O)COc1ccc(S)cc1C. Product: CCOC(=O)COc1ccc(OC(C)c2cccc3cn(-c4ccc(C(F)(F)F)cc4)nc23)cc1C. As a reaction SMILES: [CH2:1]([P:2]([CH2:3][CH2:4][CH2:5][CH3:6])[CH2:7][CH2:8][CH2:9][CH3:10])[CH2:11][CH2:12][CH3:13].[CH2:76]([Cl:77])[Cl:78].[CH3:69][c:70]1[cH:71][cH:72][cH:73][cH:74][cH:75]1.[F:14][C:15]([c:16]1[cH:17][cH:18][c:19](-[n:22]2[n:23][c:24]3[c:25]([CH:31]([CH3:32])[OH:33])[cH:26][cH:27][cH:28][c:29]3[cH:30]2)[cH:20][cH:21]1)([F:34])[F:35].[N:51]([C:52]([N:53]1[CH2:54][CH2:55][CH2:56][CH2:57][CH2:58]1)=[O:59])=[N:60][C:61]([N:62]1[CH2:63][CH2:64][CH2:65][CH2:66][CH2:67]1)=[O:68].[SH:36][c:37]1[cH:38][c:39]([CH3:50])[c:40]([O:41][CH2:42][C:43](=[O:44])[O:45][CH2:46][CH3:47])[cH:48][cH:49]1>>[F:14][C:15]([c:16]1[cH:17][cH:18][c:19](-[n:22]2[n:23][c:24]3[c:25]([CH:31]([CH3:32])[O:33][c:37]4[cH:38][c:39]([CH3:50])[c:40]([O:41][CH2:42][C:43](=[O:44])[O:45][CH2:46][CH3:47])[cH:48][cH:49]4)[cH:26][cH:27][cH:28][c:29]3[cH:30]2)[cH:20][cH:21]1)([F:34])[F:35]. Starting materials: C=Cc1cc(CC(C(=O)Nc2ccccc2)C(=O)Nc2ccccc2)ccc1C(=O)OC, Nc1ccccc1N. Yields the product C=Cc1cc(CC(C(=O)Nc2ccccc2)C(=O)Nc2ccccc2)ccc1C(=O)Nc1ccccc1N. RXN SMILES: [CH3:1][O:2][C:3]([c:4]1[c:5]([CH:30]=[CH2:31])[cH:6][c:7]([CH2:10][CH:11]([C:12]([NH:13][c:14]2[cH:15][cH:16][cH:17][cH:18][cH:19]2)=[O:20])[C:21](=[O:22])[NH:23][c:24]2[cH:25][cH:26][cH:27][cH:28][cH:29]2)[cH:8][cH:9]1)=[O:32].[c:33]1([NH2:40])[c:34]([NH2:39])[cH:35][cH:36][cH:37][cH:38]1>>[O:2]=[C:3]([c:4]1[c:5]([CH:30]=[CH2:31])[cH:6][c:7]([CH2:10][CH:11]([C:12]([NH:13][c:14]2[cH:15][cH:16][cH:17][cH:18][cH:19]2)=[O:20])[C:21](=[O:22])[NH:23][c:24]2[cH:25][cH:26][cH:27][cH:28][cH:29]2)[cH:8][cH:9]1)[NH:40][c:33]1[c:34]([NH2:39])[cH:35][cH:36][cH:37][cH:38]1. Reactants: Cc1noc2c(F)c(Nc3ccc(I)cc3F)c(NS(=O)(=O)C3(CCO[Si](C)(C)C(C)(C)C)CC3)cc12, C1CCOC1, Cl. Product: Cc1noc2c(F)c(Nc3ccc(I)cc3F)c(NS(=O)(=O)C3(CCO)CC3)cc12. As a reaction SMILES: [C:1]([Si:2]([CH3:3])([CH3:4])[O:6][CH2:7][CH2:8][C:9]1([S:12](=[O:13])(=[O:14])[NH:15][c:16]2[c:17]([NH:27][c:28]3[c:29]([F:35])[cH:30][c:31]([I:34])[cH:32][cH:33]3)[c:18]([F:26])[c:19]3[c:20]([c:21]([CH3:24])[n:22][o:23]3)[cH:25]2)[CH2:10][CH2:11]1)([CH3:5])([CH3:36])[CH3:37].[CH2:39]1[O:40][CH2:41][CH2:42][CH2:43]1.[ClH:38]>>[OH:6][CH2:7][CH2:8][C:9]1([S:12](=[O:13])(=[O:14])[NH:15][c:16]2[c:17]([NH:27][c:28]3[c:29]([F:35])[cH:30][c:31]([I:34])[cH:32][cH:33]3)[c:18]([F:26])[c:19]3[c:20]([c:21]([CH3:24])[n:22][o:23]3)[cH:25]2)[CH2:10][CH2:11]1. Reactants: C(CCCCCCC)S (1-octanethiol), [OH-].[K+] (potassium hydroxide), C(=S)=S (CS2). Run at temperature 0 celsius, time 1 hour. Product: C(CCCCCCC)SC(=S)[S-].[K+] (potassium octylthioxanthate). The yield is 96.0%. RXN SMILES: [CH2:1]([SH:9])[CH2:2][CH2:3][CH2:4][CH2:5][CH2:6][CH2:7][CH3:8].[OH-].[K+:11].[C:12](=[S:14])=[S:13]>>[CH2:1]([S:9][C:12]([S-:14])=[S:13])[CH2:2][CH2:3][CH2:4][CH2:5][CH2:6][CH2:7][CH3:8].[K+:11] |f:1.2,4.5|. Procedure: 438.9 g (520.6 ml, 3 moles) of 1-octanethiol were refluxed (with stirring) for about 1 hour with 66 g. (1 mole 85% purity) potassium hydroxide flakes. 72.5 ml (91.33 g., 1.2 moles) of CS2 were then added (dropwise) with stirring to the mixture which had been cooled to 0° C. in an ice-water bath. The mixture was stirred for about 1 hour after addition was complete, and then allowed to warm to room temperature. The resulting white solid precipitate was filtered, thoroughly washed with anhydrous et... The reactants are COc1cc([N+](=O)[O-])ccc1-n1cnc(Cl)n1, C1COCCO1, O. RXN SMILES: [Cl:7][c:8]1[n:9][n:10](-[c:13]2[c:14]([O:22][CH3:23])[cH:15][c:16]([N+:19]([O-:20])=[O:21])[cH:17][cH:18]2)[cH:11][n:12]1.[O:1]1[CH2:2][CH2:3][O:4][CH2:5][CH2:6]1.[OH2:24]>>[Cl:7][c:8]1[n:9][n:10](-[c:13]2[c:14]([O:22][CH3:23])[cH:15][c:16]([NH2:19])[cH:17][cH:18]2)[cH:11][n:12]1. Product: COc1cc(N)ccc1-n1cnc(Cl)n1. Starting materials: C(CCCCC)C1=CC=C(C=C1)C=1SC(=CN1)C1=CC=C(C=C1)O (2-(4-hexylphenyl)-5-(4-hydroxyphenyl)-1,3-thiazole), [OH-].[K+] (KOH), C(CCC)O (n-butanol), C1(=CC=C(C=C1)S(=O)(=O)OCCC[Si](C)(C)C)C (3-(trimethylsilyl)propyl p-toluenesulfonate). Solvent: O (water). Run at temperature 100 celsius. Yields the product C(CCCCC)C1=CC=C(C=C1)C=1SC(=CN1)C1=CC=C(C=C1)OCCC[Si](C)(C)C (2-(4-hexylphenyl)-5-[4-(3-trimethylsilylpropoxy)phenyl]-1,3-thiazole). Isolated yield 70.3%. As a reaction SMILES: [CH2:1]([C:7]1[CH:12]=[CH:11][C:10]([C:13]2[S:14][C:15]([C:18]3[CH:23]=[CH:22][C:21]([OH:24])=[CH:20][CH:19]=3)=[CH:16][N:17]=2)=[CH:9][CH:8]=1)[CH2:2][CH2:3][CH2:4][CH2:5][CH3:6].[OH-].[K+].C(O)CCC.C1(C)C=CC(S(O[CH2:42][CH2:43][CH2:44][Si:45]([CH3:48])([CH3:47])[CH3:46])(=O)=O)=CC=1>O>[CH2:1]([C:7]1[CH:8]=[CH:9][C:10]([C:13]2[S:14][C:15]([C:18]3[CH:19]=[CH:20][C:21]([O:24][CH2:42][CH2:43][CH2:44][Si:45]([CH3:48])([CH3:47])[CH3:46])=[CH:22][CH:23]=3)=[CH:16][N:17]=2)=[CH:11][CH:12]=1)[CH2:2][CH2:3][CH2:4][CH2:5][CH3:6] |f:1.2|. Reported procedure: 0.34 g (1.0 mM) of 2-(4-hexylphenyl)-5-(4-hydroxyphenyl)-1,3-thiazole, 0.07 g of 85%-KOH and 12 ml of n-butanol were mixed. To the mixture, 0.29 g (1.0 mM) of 3-(trimethylsilyl)propyl p-toluenesulfonate was added dropwise under stirring at 100° C., followed by further stirring for 9 hours at 100° C. After the reaction, the reaction mixture was poured into water and extracted with ethyl acetate, followed by washing with water and drying with anhydrous magnesium sulfate. The magnesium sulfate in t...